From a dataset of the Open Reaction Database (ORD), a public repository of structured organic reaction records. describe an organic reaction: reactants, conditions, products, and yield Starting materials: [OH-].[Na+] (Sodium hydroxide), C1(CCCC2=CC=CC=C12)=O (tetralone), C(C)(=O)[O-].[NH4+] (Ammonium acetate), C(#N)[BH3-].[Na+] (sodium cyanoborohydride), C(Cl)Cl (methylene chloride). Solvent: O (water), CO (methanol). Product: Cl.Cl.N1=C(C=CC=C1)CCC1(CCCC2=CC=CC=C12)N (picolylmethyl--aminotetralin bis-hydrochloride), powder. Reaction SMILES: [C:1]1(=O)[C:10]2[C:5](=[CH:6][CH:7]=[CH:8][CH:9]=2)[CH2:4][CH2:3][CH2:2]1.[C:12]([O-])(=O)[CH3:13].[NH4+:16].[C:17]([BH3-])#[N:18].[Na+].[OH-].[Na+].C(Cl)[Cl:24]>CO.O>[ClH:24].[ClH:24].[N:18]1[CH:17]=[CH:3][CH:2]=[CH:1][C:10]=1[CH2:12][CH2:13][C:1]1([NH2:16])[C:10]2[C:5](=[CH:6][CH:7]=[CH:8][CH:9]=2)[CH2:4][CH2:3][CH2:2]1 |f:1.2,3.4,5.6,10.11.12|. Procedure: The tetralone 25 from the previous reaction (30.8 g, 130.9 mmol) was dissolved in methanol (650 mL) with stirring. Ammonium acetate (151.3 g, 1964 mmol) and sodium cyanoborohydride (41.1 g, 654 mmol) were added. The reaction vessel was flushed with nitrogen and a reflux condenser was installed. The reaction mixture was heated at reflux overnight. The solvent was removed in vacuo to give the crude product. This was dissolved in methylene chloride (600 mL) and water (300 mL). 1N Sodium hydroxide s... Starting materials: ClCC(=O)N1C2=C(NC(C3=C1C=CC=C3)=O)C=CC=N2 (11-(2-chloroacetyl)-5,11-dihydro-6H-pyrido[2,3-b][1,4]benzodiazepin-6-one), CN1CCN(CC1)C (N,N'-dimethylpiperazine). Solvent: C(C)#N (acetonitrile). Yields the product CN1CCN(CC1)CC(=O)N1C2=C(NC(C3=C1C=CC=C3)=O)C=CC=N2 (11-[2-(4-methylpiperazin-1-yl)-acetyl]-5,11-dihydro-6H-pyrido[2,3-b][1,4]benzodiazepin-6-one). The yield is 49.1%. Reaction SMILES: Cl[CH2:2][C:3]([N:5]1[C:11]2[CH:12]=[CH:13][CH:14]=[CH:15][C:10]=2[C:9](=[O:16])[NH:8][C:7]2[CH:17]=[CH:18][CH:19]=[N:20][C:6]1=2)=[O:4].[CH3:21][N:22]1[CH2:27][CH2:26][N:25](C)[CH2:24][CH2:23]1>C(#N)C>[CH3:21][N:22]1[CH2:27][CH2:26][N:25]([CH2:2][C:3]([N:5]2[C:11]3[CH:12]=[CH:13][CH:14]=[CH:15][C:10]=3[C:9](=[O:16])[NH:8][C:7]3[CH:17]=[CH:18][CH:19]=[N:20][C:6]2=3)=[O:4])[CH2:24][CH2:23]1. Procedure details: A solution of 11-(2-chloroacetyl)-5,11-dihydro-6H-pyrido[2,3-b][1,4]benzodiazepin-6-one (5 g) and N,N'-dimethylpiperazine (4 g) in acetonitrile (100 ml) was heated to reflux for 2 hours. The mixture was evaporated and the residue, crystallized from methanol, yielded 3 g (42.9%) of 11-[2-(4-methylpiperazin-1-yl)-acetyl]-5,11-dihydro-6H-pyrido[2,3-b][1,4]benzodiazepin-6-one N1 -chloromethylate melting at 198°-200° C. The reactants are C1CCOC1, CCOC(C)=O, O=C(Cl)CCl, O=[N+]([O-])c1ccc2c(c1)NCCS2. The product is O=C(CCl)N1CCSc2ccc([N+](=O)[O-])cc21. Reaction SMILES: [CH2:19]1[O:20][CH2:21][CH2:22][CH2:23]1.[CH3:24][CH2:25][O:26][C:27](=[O:28])[CH3:29].[Cl:14][CH2:15][C:16](=[O:17])[Cl:18].[N+:1](=[O:2])([O-:3])[c:4]1[cH:5][c:6]2[c:7]([cH:12][cH:13]1)[S:8][CH2:9][CH2:10][NH:11]2>>[N+:1](=[O:2])([O-:3])[c:4]1[cH:5][c:6]2[c:7]([cH:12][cH:13]1)[S:8][CH2:9][CH2:10][N:11]2[C:16]([CH2:15][Cl:14])=[O:17]. Starting materials: C(CCCC)(=O)O (valeric acid), NC1=C(C(N(C=C1)C(C1=CC=CC=C1)C(N(C)C)=O)=O)NCC1=CC=C(C=C1)C1=C(C=CC=C1)C1=NN=NN1 (4-amino-1,2-dihydro-2-oxo-3-[2'-(1H-tetrazol-5-yl)biphenyl-4-ylmethylamino]-1-(α-N,N-dimethylcarbamoylbenzyl)pyridine), NC=1C(N(C=CC1NCC1=CC=CC=C1)C(C1=CC=CC=C1)C(N(C)C)=O)=O (3-amino-4-benzylamino-1,2-dihydro-2-oxo-1-(α-N,N-dimethylcarbamoylbenzyl)pyridine), BrCC1=CC=C(C=C1)C1=C(C=CC=C1)C#N (4-bromomethyl-2'-cyanobiphenyl), C(C1=CC=CC=C1)NC1=C(C(N(C=C1)C(C1=CC=CC=C1)C(N(C)C)=O)=O)NCC1=CC=C(C=C1)C1=C(C=CC=C1)C#N (4-benzylamino-3-(2'-cyanobiphenyl-4-ylmethylamino)-1,2-dihydro-2-oxo-1-(α-N,N-dimethylcarbamoylbenzyl)pyridine), C[Sn](C)(C)N=[N+]=[N-] (trimethyltin azide). The product is C(C1=CC=CC=C1)NC1=C(C(N(C=C1)C(C1=CC=CC=C1)C(N(C)C)=O)=O)NCC1=CC=C(C=C1)C1=C(C=CC=C1)C1=NN=NN1 (4-benzylamino-1,2-dihydro-2-oxo-3-(2'-(1H-tetrazol-5-yl)biphenyl-4-ylmethylamino)-1-(α-N,N-dimethylcarbamoylbenzyl)pyridine), polyphosphoric acid. As a reaction SMILES: C(O)(=O)CCCC.[NH2:8][C:9]1[CH:14]=[CH:13][N:12]([CH:15]([C:22](=[O:26])[N:23]([CH3:25])[CH3:24])[C:16]2[CH:21]=[CH:20][CH:19]=[CH:18][CH:17]=2)[C:11](=[O:27])[C:10]=1[NH:28][CH2:29][C:30]1[CH:35]=[CH:34][C:33]([C:36]2[CH:41]=[CH:40][CH:39]=[CH:38][C:37]=2[C:42]2[NH:46][N:45]=[N:44][N:43]=2)=[CH:32][CH:31]=1.NC1C(=O)N(C(C(=O)N(C)C)C2C=CC=CC=2)C=CC=1N[CH2:55][C:56]1[CH:61]=[CH:60][CH:59]=[CH:58][CH:57]=1.BrCC1C=CC(C2C=CC=CC=2C#N)=CC=1.C(NC1C=CN(C(C(=O)N(C)C)C2C=CC=CC=2)C(=O)C=1NCC1C=CC(C2C=CC=CC=2C#N)=CC=1)C1C=CC=CC=1.C[Sn](N=[N+]=[N-])(C)C>>[CH2:55]([NH:8][C:9]1[CH:14]=[CH:13][N:12]([CH:15]([C:22](=[O:26])[N:23]([CH3:24])[CH3:25])[C:16]2[CH:21]=[CH:20][CH:19]=[CH:18][CH:17]=2)[C:11](=[O:27])[C:10]=1[NH:28][CH2:29][C:30]1[CH:35]=[CH:34][C:33]([C:36]2[CH:41]=[CH:40][CH:39]=[CH:38][C:37]=2[C:42]2[NH:46][N:45]=[N:44][N:43]=2)=[CH:32][CH:31]=1)[C:56]1[CH:61]=[CH:60][CH:59]=[CH:58][CH:57]=1. Procedure: A mixture of 1.02 g of valeric acid, 5.2 g of 4-amino-1,2-dihydro-2-oxo-3-[2'-(1H-tetrazol-5-yl)biphenyl-4-ylmethylamino]-1-(α-N,N-dimethylcarbamoylbenzyl)pyridine [obtainable by reaction of 3-amino-4-benzylamino-1,2-dihydro-2-oxo-1-(α-N,N-dimethylcarbamoylbenzyl)pyridine with 4-bromomethyl-2'-cyanobiphenyl to give 4-benzylamino-3-(2'-cyanobiphenyl-4-ylmethylamino)-1,2-dihydro-2-oxo-1-(α-N,N-dimethylcarbamoylbenzyl)pyridine, reaction with trimethyltin azide to give 4-benzylamino-1,2-dihydro-2-ox... Reactants: Cl (hydrochloric acid), ClCCl (dichloromethane), C1(CCC1)C(=O)NCC(=O)OCC (Ethyl N-(cyclobutylcarbonyl)glycinate), solution, ClCCl (dichloromethane). The solvent is O1CCCC1 (tetrahydrofuran), O1CCCC1 (tetrahydrofuran), CO (methanol). Run at temperature 60 celsius, time 8 hour. The product is N (ammonia), C1(CCC1)CNCCO (2-((cyclobutylmethyl)amino)ethanol). Isolated yield 157.1%. RXN SMILES: [CH:1]1([C:5]([NH:7][CH2:8][C:9](OCC)=[O:10])=O)[CH2:4][CH2:3][CH2:2]1.Cl.ClCCl>O1CCCC1.CO>[NH3:7].[CH:1]1([CH2:5][NH:7][CH2:8][CH2:9][OH:10])[CH2:4][CH2:3][CH2:2]1. Procedure details: Ethyl N-(cyclobutylcarbonyl)glycinate (7.6 g, 41 mmol) in tetrahydrofuran (40 ml) was added to borane-tetrahydrofuran complex (100 ml of a 1.0 N solution in tetrahydrofuran, 100 mol) and heated at 60° C. for 24 hours. Additional borane-tetrahydrofuran complex (20 ml) was added to the mixture and heating continued for a further 8 hours. The reaction mixture was then diluted slowly with methanol (20 ml) and stirred at ambient temperature for 0.5 hour. A concentrated solution of hydrochloric acid (... The yield is 83.0%. Reported procedure: A solution of HCl in dioxane (0.6 ml) was added to a solution of racemic tert-butyl N-[(1R,2R,3S)-2-(4-chlorophenyl)-3-methyl-cyclopropyl]carbamate. (84.5 mg) in dichloromethane (1.2 ml). The solution was left for 3 hours during which time a white precipitate had formed. The solvent was evaporated and the solid was stirred with diethyl ether, filtered off, and washed with more ether to yield 43.4 mg (83%) of racemic (1R,2R,3S)-2-(4-chlorophenyl)-3-methyl-cyclopropanamine hydrochloride The product is Cl.ClC1=CC=C(C=C1)C1C(C1C)N (racemic (1R,2R,3S)-2-(4-chlorophenyl)-3-methyl-cyclopropanamine hydrochloride). Reaction SMILES: Cl.[Cl:2][C:3]1[CH:8]=[CH:7][C:6]([C@H:9]2[C@H:11]([CH3:12])[C@H:10]2[NH:13]C(=O)OC(C)(C)C)=[CH:5][CH:4]=1>O1CCOCC1.ClCCl>[ClH:2].[Cl:2][C:3]1[CH:4]=[CH:5][C:6]([CH:9]2[CH:11]([CH3:12])[CH:10]2[NH2:13])=[CH:7][CH:8]=1 |f:4.5|. The reactants are Cl (HCl), ClC1=CC=C(C=C1)[C@@H]1[C@@H]([C@H]1C)NC(OC(C)(C)C)=O (racemic tert-butyl N-[(1R,2R,3S)-2-(4-chlorophenyl)-3-methyl-cyclopropyl]carbamate). Run at time 3 hour. Solvent: ClCCl (dichloromethane), O1CCOCC1 (dioxane). Procedure: 39 g of the product of Example 29 were dissolved in 2000 ml of tetrahydrofuran, and 20 g of catalyst (palladium-on-charcoal, 5% by weight) were added. The reaction mixture was hydrogenated with hydrogen at 25 to 30 bar for 13 hours at room temperature. It was then filtered and the solvent was stripped off under vacuum to leave a solid. The yield was 274 g (=96% of theory). 19F NMR: -61.2 and -86.6 ppm. 1H NMR: 3.02 ppm. Reagents/catalysts: catalyst. Starting materials: [N+](=O)([O-])C1=CC2=C(OC(O2)(C(F)(F)F)CC(F)(F)F)C=C1[N+](=O)[O-] (5,6-Dinitro-2-(2,2,2-trifluoroethyl)-2-trifluoromethyl-1,3-benzodioxole), [H][H] (hydrogen). The product is NC1=CC2=C(OC(O2)(C(F)(F)F)CC(F)(F)F)C=C1N (5,6-Diamino-2-(2,2,2-trifluoroethyl)-2-trifluoromethyl-1,3-benzodioxole). The solvent is O1CCCC1 (tetrahydrofuran). As a reaction SMILES: [N+:1]([C:4]1[C:21]([N+:22]([O-])=O)=[CH:20][C:7]2[O:8][C:9]([CH2:15][C:16]([F:19])([F:18])[F:17])([C:11]([F:14])([F:13])[F:12])[O:10][C:6]=2[CH:5]=1)([O-])=O.[H][H]>O1CCCC1>[NH2:22][C:21]1[C:4]([NH2:1])=[CH:5][C:6]2[O:10][C:9]([CH2:15][C:16]([F:19])([F:18])[F:17])([C:11]([F:12])([F:13])[F:14])[O:8][C:7]=2[CH:20]=1.